This data is from the Open Reaction Database (ORD), a public repository of structured organic reaction records. The task is: describe an organic reaction: reactants, conditions, products, and yield The reactants are C(C1=CC=CC=C1)OC(NC(CC)COC)=O ((1-methoxymethyl-propyl)-carbamic acid benzyl ester), CI (MeI), [H-].[Na+] (NaH). The solvent is C1CCOC1.CN(C)C=O (THF DMF). Product: C(C1=CC=CC=C1)OC(N(C)C(CC)COC)=O ((1-methoxymethyl-propyl)-methyl-carbamic acid benzyl ester). Yield: 94.6%. Reaction SMILES: [CH2:1]([O:8][C:9](=[O:17])[NH:10][CH:11]([CH2:14][O:15][CH3:16])[CH2:12][CH3:13])[C:2]1[CH:7]=[CH:6][CH:5]=[CH:4][CH:3]=1.[CH3:18]I.[H-].[Na+]>C1COCC1.CN(C=O)C>[CH2:1]([O:8][C:9](=[O:17])[N:10]([CH:11]([CH2:14][O:15][CH3:16])[CH2:12][CH3:13])[CH3:18])[C:2]1[CH:7]=[CH:6][CH:5]=[CH:4][CH:3]=1 |f:2.3,4.5|. Reported procedure: To a solution of (1-methoxymethyl-propyl)-carbamic acid benzyl ester (4.4 g, 18.5 mmol, 1.0 eq.) and MeI (6.9 mL, 111 mmol, 6 eq.) in THF/DMF (4:1, 50 mL) at 0° C. was slowly added NaH (1.35 g, 55.5 mmol, 3 eq.). The resulting mixture was warmed to room temperature and stirred over night. The reaction was quenched carefully by slow addition of water until no bubbling (H2) was observed. The reaction mixture was poured over ice water and extracted with 3×EtOAc. The combined organic phase was dried...